This data is from the Open Reaction Database (ORD), a public repository of structured organic reaction records. The task is: describe an organic reaction: reactants, conditions, products, and yield Reactants: C(C)(=O)O (acetic acid), ClC1=NC=C(C(=N1)Cl)[N+](=O)[O-] (2,4-dichloro-5-nitropyrimidine), COC(C(CC)(CNC(C)C)CC)=O (methyl2-ethyl-2-[(propan-2-ylamino)methyl]butanoate), C(=O)([O-])[O-].[K+].[K+] (K2CO3), COC(C(CC)(CNC(C)C)CC)=O (methyl2-ethyl-2-[(propan-2-ylamino)methyl]butanoate). Reagents/catalysts: [Fe] (iron). Run in CC(=O)C (acetone), CC(=O)C (acetone). Run at time 18 hour. The product is ClC1=NC=C2NC(C(CN(C2=N1)C(C)C)(CC)CC)=O (10-chloro-4,4-diethyl-2-propan-2-yl-2,6,9,11-tetrazabicyclo[5.4.0]undeca-7,9,11-trien-5-one). As a reaction SMILES: [Cl:1][C:2]1[N:7]=[C:6](Cl)[C:5]([N+:9]([O-])=O)=[CH:4][N:3]=1.C([O-])([O-])=O.[K+].[K+].C[O:19][C:20](=O)[C:21]([CH2:29][CH3:30])([CH2:24][NH:25][CH:26]([CH3:28])[CH3:27])[CH2:22][CH3:23].C(O)(=O)C>CC(C)=O.[Fe]>[Cl:1][C:2]1[N:7]=[C:6]2[C:5]([NH:9][C:20](=[O:19])[C:21]([CH2:22][CH3:23])([CH2:29][CH3:30])[CH2:24][N:25]2[CH:26]([CH3:28])[CH3:27])=[CH:4][N:3]=1 |f:1.2.3|. Reported procedure: To a solution of 2,4-dichloro-5-nitropyrimidine (Aldrich; 5.1 g, 26.4 mmol) and K2CO3 (4.4 g, 31.6 mmol) in acetone (150 mL) was slowly added methyl2-ethyl-2-[(propan-2-ylamino)methyl]butanoate (Intermediate 200; 5.3 g, 26.4 mmol) in acetone (30 mL). The mixture was stirred at room temperature for 18 hours. The reaction was filtered and the solvent evaporated. The residue and iron (4.4 g, 79.2 mmol) were added to acetic acid (175 mL) and heated at 80° C. overnight. The resulting solution was fil... Reactants: CC(=O)CC(C)C, O=C1Cc2cc(CCCl)ccc2N1, [I-], [Na+], [Na+], [Na+], O=C([O-])[O-], c1ccc2c(N3CCNCC3)nsc2c1. Yields the product O=C1Cc2cc(CCN3CCN(c4nsc5ccccc45)CC3)ccc2N1. As a reaction SMILES: [CH3:37][C:38]([CH2:39][CH:40]([CH3:41])[CH3:42])=[O:43].[Cl:1][CH2:2][CH2:3][c:4]1[cH:5][c:6]2[c:10]([cH:11][cH:12]1)[NH:9][C:8](=[O:13])[CH2:7]2.[I-:36].[Na+:29].[Na+:30].[Na+:35].[O-:31][C:32](=[O:33])[O-:34].[s:14]1[n:15][c:16]([N:23]2[CH2:24][CH2:25][NH:26][CH2:27][CH2:28]2)[c:17]2[c:18]1[cH:19][cH:20][cH:21][cH:22]2>>[CH2:2]([CH2:3][c:4]1[cH:5][c:6]2[c:10]([cH:11][cH:12]1)[NH:9][C:8](=[O:13])[CH2:7]2)[N:26]1[CH2:25][CH2:24][N:23]([c:16]2[n:15][s:14][c:18]3[c:17]2[cH:22][cH:21][cH:20][cH:19]3)[CH2:28][CH2:27]1. The reactants are COc1cc(CCCC2OC(=O)NC2=O)ccc1OC(C)C, [Cl-], [Cl-], [Cl-], [Cl-], ClCCl, Cl, [Ti+4]. Product: COc1cc(CCCC2OC(=O)NC2=O)ccc1O. As a reaction SMILES: [CH:1]([CH3:2])([CH3:3])[O:4][c:5]1[c:6]([O:21][CH3:22])[cH:7][c:8]([CH2:11][CH2:12][CH2:13][CH:14]2[C:15](=[O:20])[NH:16][C:17](=[O:19])[O:18]2)[cH:9][cH:10]1.[Cl-:27].[Cl-:28].[Cl-:29].[Cl-:30].[Cl:24][CH2:25][Cl:26].[ClH:23].[Ti+4:31]>>[OH:4][c:5]1[c:6]([O:21][CH3:22])[cH:7][c:8]([CH2:11][CH2:12][CH2:13][CH:14]2[C:15](=[O:20])[NH:16][C:17](=[O:19])[O:18]2)[cH:9][cH:10]1. Reactants: CC(C)CC(NC(=O)OC(C)(C)C)C(O)c1ncnn1C, CCOC(C)=O, Cl. Yields the product CC(C)CC(N)C(O)c1ncnn1C. RXN SMILES: [C:1]([O:2][C:3](=[O:4])[NH:8][CH:9]([CH:10]([OH:11])[c:12]1[n:13][cH:14][n:15][n:16]1[CH3:17])[CH2:18][CH:19]([CH3:20])[CH3:21])([CH3:5])([CH3:6])[CH3:7].[CH3:23][CH2:24][O:25][C:26](=[O:27])[CH3:28].[ClH:22]>>[NH2:8][CH:9]([CH:10]([OH:11])[c:12]1[n:13][cH:14][n:15][n:16]1[CH3:17])[CH2:18][CH:19]([CH3:20])[CH3:21]. Reactants: Cc1cc(Cl)cc(C)c1Br, C1CCOC1, [Li]CCCC, CN(C)C=O. The product is Cc1cc(Cl)cc(C)c1C=O. RXN SMILES: [Br:1][c:2]1[c:3]([CH3:10])[cH:4][c:5]([Cl:9])[cH:6][c:7]1[CH3:8].[CH2:21]1[O:22][CH2:23][CH2:24][CH2:25]1.[Li:11][CH2:12][CH2:13][CH2:14][CH3:15].[O:16]=[CH:17][N:18]([CH3:19])[CH3:20]>>[c:2]1([CH:17]=[O:16])[c:3]([CH3:10])[cH:4][c:5]([Cl:9])[cH:6][c:7]1[CH3:8]. The reactants are [N+](=O)([O-])C1=C(C=CC=C1)S(=O)(=O)NC1=CC=C(C=C1)CCC(=O)OC (methyl 3-(4-{[(2-nitrophenyl)sulfonyl]amino}phenyl)propanoate), FC1=CC=C(C=C1)C1=C(C=NN1C)COC1=CC=C(C=C1)CO ((4-{[5-(4-fluorophenyl)-1-methyl-1H-pyrazol-4-yl]methoxy}phenyl)methanol), C1(=CC=CC=C1)P(C1=CC=CC=C1)C1=CC=CC=C1 (triphenylphosphine), N(=NC(=O)OCC)C(=O)OCC (diethyl azodicarboxylate). Run in ClCCl (dichloromethane). Run at time 1 hour. Yields the product FC1=CC=C(C=C1)C1=C(C=NN1C)COC1=CC=C(CN(C2=CC=C(C=C2)CCC(=O)OC)S(=O)(=O)C2=C(C=CC=C2)[N+](=O)[O-])C=C1 (methyl 3-(4-{(4-{[5-(4-fluorophenyl)-1-methyl-1H-pyrazol-4-yl]methoxy}benzyl)[(2-nitrophenyl)sulfonyl]amino}phenyl)propanoate). As a reaction SMILES: [N+:1]([C:4]1[CH:9]=[CH:8][CH:7]=[CH:6][C:5]=1[S:10]([NH:13][C:14]1[CH:19]=[CH:18][C:17]([CH2:20][CH2:21][C:22]([O:24][CH3:25])=[O:23])=[CH:16][CH:15]=1)(=[O:12])=[O:11])([O-:3])=[O:2].[F:26][C:27]1[CH:32]=[CH:31][C:30]([C:33]2[N:37]([CH3:38])[N:36]=[CH:35][C:34]=2[CH2:39][O:40][C:41]2[CH:46]=[CH:45][C:44]([CH2:47]O)=[CH:43][CH:42]=2)=[CH:29][CH:28]=1.C1(P(C2C=CC=CC=2)C2C=CC=CC=2)C=CC=CC=1.N(C(OCC)=O)=NC(OCC)=O>ClCCl>[F:26][C:27]1[CH:28]=[CH:29][C:30]([C:33]2[N:37]([CH3:38])[N:36]=[CH:35][C:34]=2[CH2:39][O:40][C:41]2[CH:42]=[CH:43][C:44]([CH2:47][N:13]([S:10]([C:5]3[CH:6]=[CH:7][CH:8]=[CH:9][C:4]=3[N+:1]([O-:3])=[O:2])(=[O:12])=[O:11])[C:14]3[CH:19]=[CH:18][C:17]([CH2:20][CH2:21][C:22]([O:24][CH3:25])=[O:23])=[CH:16][CH:15]=3)=[CH:45][CH:46]=2)=[CH:31][CH:32]=1. Reported procedure: To a solution of methyl 3-(4-{[(2-nitrophenyl)sulfonyl]amino}phenyl)propanoate (182 mg, 0.5 mmol), (4-{[5-(4-fluorophenyl)-1-methyl-1H-pyrazol-4-yl]methoxy}phenyl)methanol (156 mg, 0.5 mmol) and triphenylphosphine (262 mg, 1.0 mmol) in dichloromethane (5 mL) was added diethyl azodicarboxylate (40% toluene solution, 435 mg, 1.0 mmol) at room temperature, and the mixture was stirred at room temperature for 1 hr. The reaction mixture was purified by silica gel column chromatography (10%-80% ethyl a...